Task: describe an organic reaction: reactants, conditions, products, and yield. Dataset: the Open Reaction Database (ORD), a public repository of structured organic reaction records Starting materials: C(C)NC(=O)NC1=CC=C(C=C1)C=1N=C(C2=C(N1)CCNC2)N2[C@H](COCC2)C ((S)-1-ethyl-3-(4-(4-(3-methylmorpholino)-5,6,7,8-tetrahydropyrido[4,3-d]pyrimidin-2-yl)phenyl)urea), ClC(=O)OCC(C)C (isobutyl chloroformate). The product is C(C)NC(NC1=CC=C(C=C1)C=1N=C(C2=C(N1)CCN(C2)C(=O)OCC(C)C)N2[C@H](COCC2)C)=O ((S)-isobutyl 2-(4-(3-ethylureido)phenyl)-4-(3-methylmorpholino)-7,8-dihydropyrido[4,3-d]pyrimidine-6(5H)-carboxylate). As a reaction SMILES: [CH2:1]([NH:3][C:4]([NH:6][C:7]1[CH:12]=[CH:11][C:10]([C:13]2[N:14]=[C:15]([N:23]3[CH2:28][CH2:27][O:26][CH2:25][C@@H:24]3[CH3:29])[C:16]3[CH2:22][NH:21][CH2:20][CH2:19][C:17]=3[N:18]=2)=[CH:9][CH:8]=1)=[O:5])[CH3:2].Cl[C:31]([O:33][CH2:34][CH:35]([CH3:37])[CH3:36])=[O:32]>>[CH2:1]([NH:3][C:4](=[O:5])[NH:6][C:7]1[CH:12]=[CH:11][C:10]([C:13]2[N:14]=[C:15]([N:23]3[CH2:28][CH2:27][O:26][CH2:25][C@@H:24]3[CH3:29])[C:16]3[CH2:22][N:21]([C:31]([O:33][CH2:34][CH:35]([CH3:37])[CH3:36])=[O:32])[CH2:20][CH2:19][C:17]=3[N:18]=2)=[CH:9][CH:8]=1)[CH3:2]. Procedure details: Compound eu was prepared according to the procedure described in Example 5 by reacting (S)-1-ethyl-3-(4-(4-(3-methylmorpholino)-5,6,7,8-tetrahydropyrido[4,3-d]pyrimidin-2-yl)phenyl)urea with isobutyl chloroformate. LC-MS: m/z=+497 (M+H)+. Reactants: cyano, [C-]#N.[Na+] (sodium cyanide), C([O-])([O-])=O.[K+].[K+] (potassium carbonate), S(=O)(=O)([O-])C1=CC=C(C)C=C1 (tosylate), CS(=O)C (dimethyl sulfoxide), resultant mixture, resultant mixture. The solvent is CO (methanol). Yields the product C(#N)C[C@@H]1[C@H]2CC(O[C@H]2C[C@H]1O)=O ((1 S ,5 R,6 R,7 R)-6-cyanomethyl-7-hydroxy-2-oxabicyclo[3.3.0]octan-3-one). Reaction SMILES: S([C:5]1[CH:11]=[CH:10][C:8]([CH3:9])=[CH:7][CH:6]=1)([O-])(=O)=O.[C-:12]#[N:13].[Na+].[C:15](=[O:18])([O-])[O-:16].[K+].[K+].CS(C)=[O:23]>CO>[C:12]([CH2:6][C@H:7]1[C@H:5]([OH:23])[CH2:11][C@H:10]2[C@@H:8]1[CH2:9][C:15](=[O:18])[O:16]2)#[N:13] |f:1.2,3.4.5|. Procedure: The tosylate (2) was dissolved in dimethyl sulfoxide and sodium cyanide (3.92 g) was added thereto, and the resultant mixture was stirred at 60° to 70° C. for 2 hours The reaction mixture was worked up with the conventional procedure to give the crude cyano compound (3). The crude cyano compound (3) was dissolved in methanol, and potassium carbonate (2.76 g) was added thereto, and the resultant mixture was stirred for 15 hours. The reaction mixture was concentrated under reduced pressure, and th... The reactants are C(C)(C)(C)OC([C@H]1N(CCC1)CC([C@@H](NC(=O)OCC1=CC=CC=C1)CC1=CC=CC=C1)=O)=O (N-[[N-(benzyloxycarbonyl)-L-phenylalanyl]methyl]-L-proline tert.butyl ester), C1(=CC=C(C=C1)S(=O)(=O)O)C (toluene-4-sulphonic acid), C1(CCCCC1)N=C=NC1CCCCC1 (dicyclohexylcarbodiimide), C(C)N1CCOCC1 (N-ethylmorpholine), C(C1=CC=CC=C1)OC(=O)N[C@@H](C)C(=O)O (N-(benzyloxycarbonyl)-L-alanine). The reagents and catalysts are [Pd] (palladium-on-carbon). The solvent is C(C)(=O)OCC (ethyl acetate), alcohol. The product is C(C)(C)(C)OC([C@H]1N(CCC1)CC([C@@H](NC([C@@H](NC(=O)OCC1=CC=CC=C1)C)=O)CC1=CC=CC=C1)=O)=O (N-[[N-[N-(benzyloxycarbonyl)-L-alanyl]-L-phenylalanyl]methyl]-L-proline tert.butyl ester). The yield is 36.8%. As a reaction SMILES: [C:1]([O:5][C:6](=[O:34])[C@@H:7]1[CH2:11][CH2:10][CH2:9][N:8]1[CH2:12][C:13](=[O:33])[C@H:14]([CH2:26][C:27]1[CH:32]=[CH:31][CH:30]=[CH:29][CH:28]=1)[NH:15]C(OCC1C=CC=CC=1)=O)([CH3:4])([CH3:3])[CH3:2].C1(C)C=CC(S(O)(=O)=O)=CC=1.[CH2:46]([O:53][C:54]([NH:56][C@H:57]([C:59]([OH:61])=O)[CH3:58])=[O:55])[C:47]1[CH:52]=[CH:51][CH:50]=[CH:49][CH:48]=1.C1(N=C=NC2CCCCC2)CCCCC1.C(N1CCOCC1)C>C(OCC)(=O)C.[Pd]>[C:1]([O:5][C:6](=[O:34])[C@@H:7]1[CH2:11][CH2:10][CH2:9][N:8]1[CH2:12][C:13](=[O:33])[C@H:14]([CH2:26][C:27]1[CH:32]=[CH:31][CH:30]=[CH:29][CH:28]=1)[NH:15][C:59](=[O:61])[C@H:57]([CH3:58])[NH:56][C:54]([O:53][CH2:46][C:47]1[CH:48]=[CH:49][CH:50]=[CH:51][CH:52]=1)=[O:55])([CH3:4])([CH3:2])[CH3:3]. Procedure: 1.3 g (2.79 mmol) of N-[[N-(benzyloxycarbonyl)-L-phenylalanyl]methyl]-L-proline tert.butyl ester was hydrogenated in a mixture of 10 ml of ethyl acetate and 10 ml ofisopropyl alcohol in the presence of 0.39 g of 5% palladium-on-carbon and 1.06 g (5.58 mmol) of toluene-4-sulphonic acid and the product was coupledwith 0.62 g (2.78 mmol) of N-(benzyloxycarbonyl)-L-alanine in the presence of 0.572 g (2.78 mmol) of dicyclohexylcarbodiimide, 0.375 g (2.78 mmol) ofhydroxybenzotriazole and 0.64 g (5.57 ... Starting materials: BrC1=CC=C(OC2=NC=C(C=N2)[N+](=O)[O-])C=C1 (2-(4-bromophenoxy)-5-nitropyrimidine), CO (methanol). Reagents/catalysts: [Pt].[C] (platinum carbon). Run in O1CCCC1 (tetrahydrofuran). Run at time 3 hour. The product is BrC1=CC=C(OC2=NC=C(C=N2)N)C=C1 (2-(4-bromophenoxyl)pyrimidin-5-amine). Yield: 101.0%. Reaction SMILES: [Br:1][C:2]1[CH:17]=[CH:16][C:5]([O:6][C:7]2[N:12]=[CH:11][C:10]([N+:13]([O-])=O)=[CH:9][N:8]=2)=[CH:4][CH:3]=1.CO>O1CCCC1.[Pt].[C]>[Br:1][C:2]1[CH:17]=[CH:16][C:5]([O:6][C:7]2[N:8]=[CH:9][C:10]([NH2:13])=[CH:11][N:12]=2)=[CH:4][CH:3]=1 |f:3.4|. Procedure details: Under an argon atmosphere, to a solution of 2-(4-bromophenoxy)-5-nitropyrimidine (400 mg) in tetrahydrofuran (20 mL)/methanol (20 mL) was added 3% platinum-carbon (200 mg). The reaction mixture was stirred under a hydrogen atmosphere at room temperature for 3 hours. The reaction mixture was filtered through Celite® to give the titled compound (363 mg) having the following physical data.